From a dataset of the Open Reaction Database (ORD), a public repository of structured organic reaction records. describe an organic reaction: reactants, conditions, products, and yield Reactants: CCN=C=NCCCN(C)C, CNC1CCN(C(=O)OC(C)(C)C)CC1, CN1CCCC1C(=O)O, Cl, On1nnc2ccccc21. Product: CN1CCCC1C(=O)N(C)C1CCN(C(=O)OC(C)(C)C)CC1. RXN SMILES: [CH3:16][CH2:17][N:18]=[C:19]=[N:20][CH2:21][CH2:22][CH2:23][N:24]([CH3:25])[CH3:26].[CH3:1][NH:2][CH:3]1[CH2:4][CH2:5][N:6]([C:9](=[O:10])[O:11][C:12]([CH3:13])([CH3:14])[CH3:15])[CH2:7][CH2:8]1.[CH3:38][N:39]1[CH:40]([C:41](=[O:42])[OH:43])[CH2:44][CH2:45][CH2:46]1.[ClH:27].[OH:28][n:29]1[c:30]2[c:31]([cH:32][cH:33][cH:34][cH:35]2)[n:36][n:37]1>>[CH3:1][N:2]([CH:3]1[CH2:4][CH2:5][N:6]([C:9](=[O:10])[O:11][C:12]([CH3:13])([CH3:14])[CH3:15])[CH2:7][CH2:8]1)[C:41]([CH:40]1[N:39]([CH3:38])[CH2:46][CH2:45][CH2:44]1)=[O:42].